Dataset: the Open Reaction Database (ORD), a public repository of structured organic reaction records. Task: describe an organic reaction: reactants, conditions, products, and yield The reactants are O=C1NCC2=C1C(=NC(=C2)N[C@H]2[C@H](CCCC2)NC(OC(C)(C)C)=O)NC=2C=C(C=CC2)C (tert-butyl (1S,2R)-2-(3-oxo-4-(m-tolylamino)-2,3-dihydro-1H-pyrrolo[3,4-c]pyridin-6-ylamino)cyclohexylcarbamate), [B-](F)(F)(F)F.[B-](F)(F)(F)F.C1C[N+]2(CC[N+]1(CC2)CCl)F (SELECTFLUOR). Product: FC=1C2=C(C(=NC1N[C@H]1[C@H](CCCC1)NC(OC(C)(C)C)=O)NC=1C=C(C=CC1)C)C(NC2)=O (tert-Butyl (1S,2R)-2-(7-fluoro-3-oxo-4-(m-tolylamino)-2,3-dihydro-1H-pyrrolo[3,4-c]pyridin-6-ylamino)cyclohexylcarbamate). Isolated yield 46.0%. RXN SMILES: [O:1]=[C:2]1[C:6]2[C:7]([NH:26][C:27]3[CH:28]=[C:29]([CH3:33])[CH:30]=[CH:31][CH:32]=3)=[N:8][C:9]([NH:11][C@@H:12]3[CH2:17][CH2:16][CH2:15][CH2:14][C@@H:13]3[NH:18][C:19](=[O:25])[O:20][C:21]([CH3:24])([CH3:23])[CH3:22])=[CH:10][C:5]=2[CH2:4][NH:3]1.[B-](F)(F)(F)[F:35].[B-](F)(F)(F)F.C1[N+]2(CCl)CC[N+](F)(CC2)C1>>[F:35][C:10]1[C:5]2[CH2:4][NH:3][C:2](=[O:1])[C:6]=2[C:7]([NH:26][C:27]2[CH:28]=[C:29]([CH3:33])[CH:30]=[CH:31][CH:32]=2)=[N:8][C:9]=1[NH:11][C@@H:12]1[CH2:17][CH2:16][CH2:15][CH2:14][C@@H:13]1[NH:18][C:19](=[O:25])[O:20][C:21]([CH3:24])([CH3:23])[CH3:22] |f:1.2.3|. Procedure: A solution of tert-butyl (1S,2R)-2-(3-oxo-4-(m-tolylamino)-2,3-dihydro-1H-pyrrolo[3,4-c]pyridin-6-ylamino)cyclohexylcarbamate (94 mg, 0.208 mmol) and SELECTFLUOR® (73.7 mg, 0.208 mmol) was stirred at 0° C. for 5 h and at RT for 1 h. The mixture was filtered and the filtrate was purified by preparative HPLC. The fractions were collected and concentrated. The residue was washed with saturated aq NaHCO3 solution, extracted with EtOAc, washed with brine, dried over MgSO4, and evaporated to give the ... The reactants are CSC=1SC(=NN1)NC (2-Methylthio-5-methylamino-1,3,4-thiadiazole), C(=O)(Cl)Cl (phosgene), C(=O)(Cl)Cl (phosgene). Solvent: C1=CC=CC=C1 (benzene), C1=CC=CC=C1 (benzene). Product: CSC=1SC(=NN1)N(C(=O)Cl)C (N-(2-methylthio-1,3,4-thiadiazol-5-yl)-N-methylcarbamoyl chloride). RXN SMILES: [CH3:1][S:2][C:3]1[S:4][C:5]([NH:8][CH3:9])=[N:6][N:7]=1.[C:10]([Cl:13])(Cl)=[O:11]>C1C=CC=CC=1>[CH3:1][S:2][C:3]1[S:4][C:5]([N:8]([CH3:9])[C:10]([Cl:13])=[O:11])=[N:6][N:7]=1. Procedure: 2-Methylthio-5-methylamino-1,3,4-thiadiazole (0.1 mole) and a solution of phosgene (0.11 mole) in benzene (200 ml) are charged into a glass reaction vessel equipped with a mechanical stirrer and reflux condenser. The reaction mixture is heated at reflux for a period of about 4 hours. After this time the reaction mixture is stripped of benzene and unreacted phosgene to yield the desired product N-(2-methylthio-1,3,4-thiadiazol-5-yl)-N-methylcarbamoyl chloride. The product is CC(C)(C)[Si](C)(C)c1c(F)cnc(F)c1F. RXN SMILES: [C:24]([CH3:25])([CH3:26])([CH3:27])[Si:28]([CH3:29])([CH3:30])[Cl:31].[CH2:32]1[O:33][CH2:34][CH2:35][CH2:36]1.[CH3:1][CH2:2][CH2:3][CH2:4][Li:5].[CH:6]([NH:7][CH:8]([CH3:9])[CH3:10])([CH3:11])[CH3:12].[F:15][c:16]1[n:17][cH:18][c:19]([F:23])[cH:20][c:21]1[F:22].[N:13]#[N:14]>>[F:15][c:16]1[n:17][cH:18][c:19]([F:23])[c:20]([Si:28]([C:24]([CH3:25])([CH3:26])[CH3:27])([CH3:29])[CH3:30])[c:21]1[F:22]. Starting materials: CC(C)(C)[Si](C)(C)Cl, C1CCOC1, [Li]CCCC, CC(C)NC(C)C, Fc1cnc(F)c(F)c1, N#N. Starting materials: S1C(=NC2=C1C=CC=C2)SCC(CC(=O)OCC)C(=O)OCC (diethyl 3-(benzothiazol-2-ylthio)-propane- 1,2-dicarboxylate), C1(CCCCC1)N (cyclohexylamine). Run in C1(=CC=CC=C1)C (toluene). Product: C1(CCCCC1)NC(=O)CC(CSC=1SC2=C(N1)C=CC=C2)C(=O)NC2CCCCC2 (N,N'-dicyclohexyl 3-(benzothiazol-2-ylthio)-1,2-propane dicarboxylic acid diamide). As a reaction SMILES: [S:1]1[C:5]2[CH:6]=[CH:7][CH:8]=[CH:9][C:4]=2[N:3]=[C:2]1[S:10][CH2:11][CH:12]([C:19]([O:21]CC)=O)[CH2:13][C:14]([O:16]CC)=O.[CH:24]1([NH2:30])[CH2:29][CH2:28][CH2:27][CH2:26][CH2:25]1>C1(C)C=CC=CC=1>[CH:24]1([NH:30][C:14]([CH2:13][CH:12]([C:19]([NH:3][CH:4]2[CH2:9][CH2:8][CH2:7][CH2:6][CH2:5]2)=[O:21])[CH2:11][S:10][C:2]2[S:1][C:5]3[CH:6]=[CH:7][CH:8]=[CH:9][C:4]=3[N:3]=2)=[O:16])[CH2:29][CH2:28][CH2:27][CH2:26][CH2:25]1. Procedure details: 18.5 parts of diethyl 3-(benzothiazol-2-ylthio)-propane- 1,2-dicarboxylate are stirred with 31.1 parts cyclohexylamine for 12 hours at 95° C. The mixture is cooled and toluene added with stirring. The resulting solid is filtered off, washed with toluene and dried to give N,N'-dicyclohexyl 3-(benzothiazol-2-ylthio)-1,2-propane dicarboxylic acid diamide, melting at 147°-49° C. Starting materials: C(C)(=O)OCCCCC1=CC=C(C=C1)NC(C)=O (acetic acid, 4-[4-(acetylamino)phenyl]butyl ester), C([O-])([O-])=O.[K+].[K+] (potassium carbonate). The solvent is C(C)O (ethanol), O (water). Reaction conditions: temperature 55 celsius. Yields the product C(C)(=O)NC1=CC=C(C=C1)CCCCO (4-(Acetylamino)benzenebutanol). RXN SMILES: C([O:4][CH2:5][CH2:6][CH2:7][CH2:8][C:9]1[CH:14]=[CH:13][C:12]([NH:15][C:16](=[O:18])[CH3:17])=[CH:11][CH:10]=1)(=O)C.C(=O)([O-])[O-].[K+].[K+]>C(O)C.O>[C:16]([NH:15][C:12]1[CH:13]=[CH:14][C:9]([CH2:8][CH2:7][CH2:6][CH2:5][OH:4])=[CH:10][CH:11]=1)(=[O:18])[CH3:17] |f:1.2.3|. Reported procedure: To a solution of 19.3 g (0.077 mole) of acetic acid, 4-[4-(acetylamino)phenyl]butyl ester in 300 ml of ethanol, add a solution of 21 g potassium carbonate in 300 ml of water. Heat the resulting solution at 55° C. for 4 hrs, following the progress of the reaction by thin-layer chromatography on silica gel (acetonitrile: ammonium hydroxide, 90:10). At the completion of the reaction, filter off any insolubles and remove the ethanol in vacuo. Extract the aqueous residue with 3×300 ml methylene chlor...